This data is from the Open Reaction Database (ORD), a public repository of structured organic reaction records. The task is: describe an organic reaction: reactants, conditions, products, and yield Starting materials: O=C1N(C(=CC(N1)=O)OCCC)CC1=C(C=C(C=C1)C=1C(=CC=CC1)C#N)F (4′-[(2,4-dioxo-6-propoxy-3,4-dihydropyrimidin-1(2H)-yl)methyl]-3′-fluorobiphenyl-2-carbonitrile), BrCC(=O)C1=CC=C(C=C1)OC (2-bromo-1-(4-methoxyphenyl)ethanone), CN(C=O)C (N,N-dimethylformamide), [H-].[Na+] (sodium hydride). The solvent is C(C)(=O)OCC (ethyl acetate). Run at time 2 hour. Product: FC=1C=C(C=CC1CN1C(N(C(C=C1OCCC)=O)CC(=O)C1=CC=C(C=C1)OC)=O)C=1C(=CC=CC1)C#N (3′-fluoro-4′-{[3-[2-(4-methoxyphenyl)-2-oxoethyl]-2,4-dioxo-6-propoxy-3,4-dihydropyrimidin-1(2H)-yl]methyl}biphenyl-2-carbonitrile). Isolated yield 58.8%. As a reaction SMILES: [O:1]=[C:2]1[NH:7][C:6](=[O:8])[CH:5]=[C:4]([O:9][CH2:10][CH2:11][CH3:12])[N:3]1[CH2:13][C:14]1[CH:19]=[CH:18][C:17]([C:20]2[C:21]([C:26]#[N:27])=[CH:22][CH:23]=[CH:24][CH:25]=2)=[CH:16][C:15]=1[F:28].Br[CH2:30][C:31]([C:33]1[CH:38]=[CH:37][C:36]([O:39][CH3:40])=[CH:35][CH:34]=1)=[O:32].CN(C)C=O.[H-].[Na+]>C(OCC)(=O)C>[F:28][C:15]1[CH:16]=[C:17]([C:20]2[C:21]([C:26]#[N:27])=[CH:22][CH:23]=[CH:24][CH:25]=2)[CH:18]=[CH:19][C:14]=1[CH2:13][N:3]1[C:4]([O:9][CH2:10][CH2:11][CH3:12])=[CH:5][C:6](=[O:8])[N:7]([CH2:30][C:31]([C:33]2[CH:38]=[CH:37][C:36]([O:39][CH3:40])=[CH:35][CH:34]=2)=[O:32])[C:2]1=[O:1] |f:3.4|. Procedure: To a mixture of 4′-[(2,4-dioxo-6-propoxy-3,4-dihydropyrimidin-1(2H)-yl)methyl]-3′-fluorobiphenyl-2-carbonitrile (0.55 g), 2-bromo-1-(4-methoxyphenyl)ethanone (0.4 g) and N,N-dimethylformamide (25 mL) was added 60% sodium hydride (0.087 g), and the mixture was stirred at room temperature for 2 hr. The reaction mixture was diluted with ethyl acetate, washed with 5% potassium hydrogensulfate and then saturated brine, and dried over anhydrous magnesium sulfate. The solvent was evaporated under reduc...